This data is from the Open Reaction Database (ORD), a public repository of structured organic reaction records. The task is: describe an organic reaction: reactants, conditions, products, and yield The reactants are CO, Nc1nc(F)c(OC(F)F)c(Cl)n1. Product: COc1nc(N)nc(Cl)c1OC(F)F. Reaction SMILES: [CH3:14][OH:15].[NH2:1][c:2]1[n:3][c:4]([F:13])[c:5]([O:9][CH:10]([F:11])[F:12])[c:6]([Cl:8])[n:7]1>>[NH2:1][c:2]1[n:3][c:4]([O:15][CH3:14])[c:5]([O:9][CH:10]([F:11])[F:12])[c:6]([Cl:8])[n:7]1. The reactants are ClC1=NC(N2C(C3=CC=C(C=C3CC2)OC)=C1)=O (2-chloro-9-methoxy-6,7-dihydro-pyrimido[6,1-a]isoquinolin-4-one), NC=1C=C(C=CC1)S(=O)(=O)N (3-amino-benzenesulfonamide). Yields the product COC=1C=C2CCN3C(C2=CC1)=CC(=NC3=O)NC=3C=C(C=CC3)S(=O)(=O)N (3-(9-Methoxy-4-oxo-6,7-dihydro-4H-pyrimido[6,1-a]isoquinolin-2-ylamino)-benzenesulfonamide). As a reaction SMILES: Cl[C:2]1[CH:17]=[C:6]2[C:7]3[C:12]([CH2:13][CH2:14][N:5]2[C:4](=[O:18])[N:3]=1)=[CH:11][C:10]([O:15][CH3:16])=[CH:9][CH:8]=3.[NH2:19][C:20]1[CH:21]=[C:22]([S:26]([NH2:29])(=[O:28])=[O:27])[CH:23]=[CH:24][CH:25]=1>>[CH3:16][O:15][C:10]1[CH:11]=[C:12]2[C:7](=[CH:8][CH:9]=1)[C:6]1=[CH:17][C:2]([NH:19][C:20]3[CH:21]=[C:22]([S:26]([NH2:29])(=[O:27])=[O:28])[CH:23]=[CH:24][CH:25]=3)=[N:3][C:4](=[O:18])[N:5]1[CH2:14][CH2:13]2. Reported procedure: The title compound was prepared from 2-chloro-9-methoxy-6,7-dihydro-pyrimido[6,1-a]isoquinolin-4-one (4) and 3-amino-benzenesulfonamide as in Example 1 d. 1H-NMR (400 MHz, d6-DMSO) δ 9.91 (s, 1H), 8.17 (d, 1H), 8.11 (s, 1H), 7.70 (d, 1H), 7.54 (t, 1H), 7.48 (d, 1H), 7.39 (br, 2H), 7.05-6.98 (2H), 6.37 (s, 1H), 4.00 (t, 2H), 3.85 (s, 3H) and 2.98 (t, 2H); MS (ESI) (M+H)+ 399. Product: CN1CCC(O)N(c2nnc(C3CCCCCC3)s2)C1=O. RXN SMILES: [CH3:1][N:2]([C:3](=[O:4])[NH:5][c:6]1[s:7][c:8]([CH:11]2[CH2:12][CH2:13][CH2:14][CH2:15][CH2:16][CH2:17]2)[n:9][n:10]1)[CH2:18][CH2:19][CH:20]=[O:21].[ClH:22].[OH2:23]>>[CH3:1][N:2]1[C:3](=[O:4])[N:5]([c:6]2[s:7][c:8]([CH:11]3[CH2:12][CH2:13][CH2:14][CH2:15][CH2:16][CH2:17]3)[n:9][n:10]2)[CH:20]([OH:21])[CH2:19][CH2:18]1. Starting materials: CN(CCC=O)C(=O)Nc1nnc(C2CCCCCC2)s1, Cl, O. The reactants are C1=CC(=CC=C1N)OC2=CC=C(C=C2)Cl (4-amino-4′-chlorodiphenyl ether), CN(C)C=O (DMF), BrCC(=O)C1=CC=C(C=C1)OCCCN(CC)CC (2-bromo-1-{4-[3-(diethylamino)propoxy]phenyl}ethanone). The solvent is O (H2O). The product is ClC1=CC=C(OC2=CC=C(C=C2)N2C(=NC(=C2)C2=CC=C(OCCCN(CC)CC)C=C2)CCC2=CC=CC=C2)C=C1 ([3-(4-{1-[4-(4-chloro-phenoxy)-phenyl]-2-phenethyl-1H-imidazol-4-yl}-phenoxy)-propyl]-diethyl-amine). Reaction SMILES: [CH:1]1[C:6]([NH2:7])=[CH:5][CH:4]=[C:3]([O:8][C:9]2[CH:14]=[CH:13][C:12]([Cl:15])=[CH:11][CH:10]=2)[CH:2]=1.C[N:17]([CH:19]=O)C.Br[CH2:22][C:23]([C:25]1[CH:30]=[CH:29][C:28]([O:31][CH2:32][CH2:33][CH2:34][N:35]([CH2:38][CH3:39])[CH2:36][CH3:37])=[CH:27][CH:26]=1)=O>O>[Cl:15][C:12]1[CH:13]=[CH:14][C:9]([O:8][C:3]2[CH:2]=[CH:1][C:6]([N:7]3[CH:22]=[C:23]([C:25]4[CH:30]=[CH:29][C:28]([O:31][CH2:32][CH2:33][CH2:34][N:35]([CH2:38][CH3:39])[CH2:36][CH3:37])=[CH:27][CH:26]=4)[N:17]=[C:19]3[CH2:22][CH2:23][C:25]3[CH:30]=[CH:29][CH:28]=[CH:27][CH:26]=3)=[CH:5][CH:4]=2)=[CH:10][CH:11]=1. Procedure details: To a stirred solution of 4-amino-4′-chlorodiphenyl ether (1.2 eq., 6.2 mmol) in anhydrous DMF (10 mL) DIEA (3 eq. 16 mmol) was added, followed by slow addition of the 2-bromo-1-{4-[3-(diethylamino)propoxy]phenyl}ethanone described above (5.2 mmol), according to General Procedure R2. The reaction mixture was stirred under nitrogen at rt until completion, as indicated by TLC or HPLC. The reaction mixture was then diluted with cold H2O and the product was extracted in EtOAc. The combined organic la... Reactants: CCC(=O)C1=CC=C(C=C1)OC (4-methoxypropiophenone), C(C=O)(=O)OCC (ethyl glyoxylate). Reaction conditions: temperature 135 celsius. Yields the product OC(C(=O)OCC)C(C(=O)C1=CC=C(C=C1)OC)C (Ethyl 2-hydroxy-3-methyl-4-(4-methoxyphenyl)-4-oxo-butyrate). Reaction SMILES: [CH3:1][CH2:2][C:3]([C:5]1[CH:10]=[CH:9][C:8]([O:11][CH3:12])=[CH:7][CH:6]=1)=[O:4].[C:13]([O:17][CH2:18][CH3:19])(=[O:16])[CH:14]=[O:15]>>[OH:15][CH:14]([CH:2]([CH3:1])[C:3]([C:5]1[CH:10]=[CH:9][C:8]([O:11][CH3:12])=[CH:7][CH:6]=1)=[O:4])[C:13]([O:17][CH2:18][CH3:19])=[O:16]. Procedure: A mixture of 82 g of 4-methoxypropiophenone and 76.6 g of ethyl glyoxylate is heated at 135° C. for 15 hours.